Dataset: the Open Reaction Database (ORD), a public repository of structured organic reaction records. Task: describe an organic reaction: reactants, conditions, products, and yield The reactants are C(C)(C)O (Iso-propyl alcohol), ClC1=C(C(=O)O)C=CC(=C1)S(=O)(=O)C (2-chloro-4-(methylsulfonyl)benzoic acid), ClC1=C(C=C(C=C1)N)C1=NC=CC=C1 (4-chloro-3-(pyridin-2-yl)benzenamine), CN1CCOCC1 (N-methyl morpholine). Run in C(Cl)Cl (methylene dichloride). Conditions: temperature 25 celsius, time 3 hour. Product: ClC1=C(C(=O)NC2=CC(=C(C=C2)Cl)C2=NC=CC=C2)C=CC(=C1)S(=O)(=O)C (2-chloro-N-(4-chloro-3-(pyridin-2-yl)phenyl)-4-(methyl sulfonyl)benzamide). Isolated yield 60.7%. RXN SMILES: [Cl:1][C:2]1[CH:10]=[C:9]([S:11]([CH3:14])(=[O:13])=[O:12])[CH:8]=[CH:7][C:3]=1[C:4]([OH:6])=O.CN1CCOCC1.[Cl:22][C:23]1[CH:28]=[CH:27][C:26]([NH2:29])=[CH:25][C:24]=1[C:30]1[CH:35]=[CH:34][CH:33]=[CH:32][N:31]=1.C(O)(C)C>C(Cl)Cl>[Cl:1][C:2]1[CH:10]=[C:9]([S:11]([CH3:14])(=[O:13])=[O:12])[CH:8]=[CH:7][C:3]=1[C:4]([NH:29][C:26]1[CH:27]=[CH:28][C:23]([Cl:22])=[C:24]([C:30]2[CH:35]=[CH:34][CH:33]=[CH:32][N:31]=2)[CH:25]=1)=[O:6]. Reported procedure: 3.2 g 2-Chloro-4,6-dimethoxy-1,3,5-traizine (CDMT) was charged to a mixture of 2.8 g 2-chloro-4-(methylsulfonyl)benzoic acid (Formula F) in 80 mL methylene dichloride (MDC) under nitrogen atmosphere at 25-30° C. and stirred for about 20 mins 4.9 g N-methyl morpholine (NMM) was added to the reaction mixture over period of about 15 mins maintaining temperature of 20-30° C. Reaction mixture was maintained under stirring at this temperature for about 3 hrs. 2 g 4-chloro-3-(pyridin-2-yl)benzenamine (...